From a dataset of the Open Reaction Database (ORD), a public repository of structured organic reaction records. describe an organic reaction: reactants, conditions, products, and yield Reactants: CC(C)(C)C(=O)Oc1cccc2ccccc12 (substrate), COc1ccc(C(C)=O)cc1 (effective_coupling_partner). The reagents and catalysts are dcypt. Conditions: temperature 150 celsius, time 24 hour. Product: COc3ccc(C(=O)Cc1cccc2ccccc12)cc3. Starting materials: CC1=CC=C2C=CC=NC2=C1C(=O)O (7-methyl-8-quinolinecarboxylic acid), S(=O)(Cl)Cl (thionyl chloride), O.NC1=NN=NN1 (5-aminotetrazole hydrate), N1=CC=CC=C1 (pyridine). The solvent is O (water), C(Cl)(Cl)Cl (chloroform). Yields the product CC1=CC=C2C=CC=NC2=C1C(NC1=NN=NN1)=O (7-methyl-8-(1H-tetrazole-5-ylcarbamoyl)quinoline). RXN SMILES: [CH3:1][C:2]1[C:11]([C:12]([OH:14])=O)=[C:10]2[C:5]([CH:6]=[CH:7][CH:8]=[N:9]2)=[CH:4][CH:3]=1.O.[NH2:16][C:17]1[NH:21][N:20]=[N:19][N:18]=1.N1C=CC=CC=1.S(Cl)(Cl)=O>O.C(Cl)(Cl)Cl>[CH3:1][C:2]1[C:11]([C:12](=[O:14])[NH:16][C:17]2[NH:21][N:20]=[N:19][N:18]=2)=[C:10]2[C:5]([CH:6]=[CH:7][CH:8]=[N:9]2)=[CH:4][CH:3]=1 |f:1.2|. Procedure: To a solution of 4.7 g. (0.026 mole) of 7-methyl-8-quinolinecarboxylic acid, 3.9 g. (0.037 mole) of 5-aminotetrazole hydrate in 30 ml. of pyridine and 50 ml. of chloroform is added dropwise with stirring 5.6 ml. of thionyl chloride. The mixture is stirred at 70° C. for about one hour. The reaction mixture is evaporated to provide a residue which is diluted with water. The precipitate is separated by filtration and recrystallized from acetic acid. The product is again recrystallized from ethanol ... Starting materials: C1(=CC=CC=C1)C(C#N)(CCCCl)C1=CC=CC=C1 (2,2-diphenyl-5-chlorovaleronitrile), C12CNCC(CC1)CC2 (3-azabicyclo[3.2.2]nonane). Yields the product Cl.C1(=CC=CC=C1)C(C#N)(CCCN1CC2CCC(C1)CC2)C2=CC=CC=C2 (2,2-diphenyl-5-(3-azabicyclo[3.2.2]non-3-yl)valeronitrile hydrochloride). RXN SMILES: [C:1]1([C:7]([C:14]2[CH:19]=[CH:18][CH:17]=[CH:16][CH:15]=2)([CH2:10][CH2:11][CH2:12][Cl:13])[C:8]#[N:9])[CH:6]=[CH:5][CH:4]=[CH:3][CH:2]=1.[CH:20]12[CH2:28][CH2:27][CH:24]([CH2:25][CH2:26]1)[CH2:23][NH:22][CH2:21]2>>[ClH:13].[C:1]1([C:7]([C:14]2[CH:19]=[CH:18][CH:17]=[CH:16][CH:15]=2)([CH2:10][CH2:11][CH2:12][N:22]2[CH2:23][CH:24]3[CH2:27][CH2:28][CH:20]([CH2:26][CH2:25]3)[CH2:21]2)[C:8]#[N:9])[CH:6]=[CH:5][CH:4]=[CH:3][CH:2]=1 |f:2.3|. Procedure: Using an equivalent quantity of 2,2-diphenyl-5-chlorovaleronitrile in place of the 2,2-diphenyl-4-bromobutyronitrile, and 3-azabicyclo[3.2.2]nonane in place of the piperidine used in Example 22, and substantially repeating the procedure detailed therein, affords 2,2-diphenyl-5-(3-azabicyclo[3.2.2]non-3-yl)valeronitrile hydrochloride, melting at about 272° - 273° C. This compound is represented by the following structural formula. ##STR17## Starting materials: C(C)(C)N(CC)C(C)C (diisopropylethylamine), [N+](=O)([O-])C1=C(C=CC=C1)C(C)O (1-(2-nitrophenyl)ethanol), CS(=O)(=O)Cl (methanesulfonyl chloride). Solvent: CN(C=O)C (dimethyl formamide). Run at time 5 minute. The product is ClC(C)C1=C(C=CC=C1)[N+](=O)[O-] (1-(1-chloroethyl)-2-nitrobenzene). Yield: 66.3%. RXN SMILES: [N+:1]([C:4]1[CH:9]=[CH:8][CH:7]=[CH:6][C:5]=1[CH:10](O)[CH3:11])([O-:3])=[O:2].C(N(C(C)C)CC)(C)C.CS([Cl:26])(=O)=O>CN(C)C=O>[Cl:26][CH:10]([C:5]1[CH:6]=[CH:7][CH:8]=[CH:9][C:4]=1[N+:1]([O-:3])=[O:2])[CH3:11]. Reported procedure: 311 g 1-(2-nitrophenyl)ethanol (XI-1) (95.8% purity, 1.78 mol) are dissolved in 3000 ml dimethyl formamide in a 6 liter three-necked flask equipped with a stirrer, dropping funnel and thermometer. 921.4 g (7.13 mol) diisopropylethylamine are added in a single portion, stirred for 5 minutes, then 612.5 g (5.35 mol) methanesulfonyl chloride are added dropwise between 20 to 35° C. with good cooling. After the reaction has subsided, it is stirred for another 90 hours at room temperature, and the sol... Starting materials: CCOC(C)=O, CC(=O)NC(CNC(=O)C1CCCNC1)C(=O)OCc1ccccc1, CCN=C=NCCCN(C)C, CN(C)C=O, Cl, O, On1nnc2ccccc21, O=C(O)C=Cc1ccncc1. Product: CC(=O)NC(CNC(=O)C1CCCN(C(=O)C=Cc2ccncc2)C1)C(=O)OCc1ccccc1. As a reaction SMILES: [C:64]([O:65][CH2:66][CH3:67])(=[O:68])[CH3:69].[CH2:2]([c:3]1[cH:4][cH:5][cH:6][cH:7][cH:8]1)[O:9][C:10]([CH:11]([CH2:12][NH:13][C:14](=[O:15])[CH:16]1[CH2:17][NH:18][CH2:19][CH2:20][CH2:21]1)[NH:22][C:23]([CH3:24])=[O:25])=[O:26].[CH2:48]([N:49]=[C:50]=[N:51][CH2:52][CH2:53][CH2:54][N:55]([CH3:56])[CH3:57])[CH3:58].[CH3:59][N:60]([CH3:61])[CH:62]=[O:63].[ClH:1].[OH2:70].[OH:38][n:39]1[c:40]2[cH:41][cH:42][cH:43][cH:44][c:45]2[n:46][n:47]1.[n:27]1[cH:28][cH:29][c:30]([CH:33]=[CH:34][C:35](=[O:36])[OH:37])[cH:31][cH:32]1>>[CH2:2]([c:3]1[cH:4][cH:5][cH:6][cH:7][cH:8]1)[O:9][C:10]([CH:11]([CH2:12][NH:13][C:14](=[O:15])[CH:16]1[CH2:17][N:18]([C:35]([CH:34]=[CH:33][c:30]2[cH:29][cH:28][n:27][cH:32][cH:31]2)=[O:36])[CH2:19][CH2:20][CH2:21]1)[NH:22][C:23]([CH3:24])=[O:25])=[O:26].